Dataset: the Open Reaction Database (ORD), a public repository of structured organic reaction records. Task: describe an organic reaction: reactants, conditions, products, and yield Reactants: CN(C)CC(N)CC(=O)OCc1ccccc1, O=S(=O)(Cl)c1ccc(-c2ccon2)s1. The product is CN(C)CC(CC(=O)OCc1ccccc1)NS(=O)(=O)c1ccc(-c2ccon2)s1. As a reaction SMILES: [NH2:1][CH:2]([CH2:3][C:4](=[O:5])[O:6][CH2:7][c:8]1[cH:9][cH:10][cH:11][cH:12][cH:13]1)[CH2:14][N:15]([CH3:16])[CH3:17].[o:18]1[n:19][c:20](-[c:23]2[cH:24][cH:25][c:26]([S:28](=[O:29])(=[O:30])[Cl:31])[s:27]2)[cH:21][cH:22]1>>[NH:1]([CH:2]([CH2:3][C:4](=[O:5])[O:6][CH2:7][c:8]1[cH:9][cH:10][cH:11][cH:12][cH:13]1)[CH2:14][N:15]([CH3:16])[CH3:17])[S:28]([c:26]1[cH:25][cH:24][c:23](-[c:20]2[n:19][o:18][cH:22][cH:21]2)[s:27]1)(=[O:29])=[O:30]. The reactants are Cl, CN1CCN(c2cc(N3CCc4ccc(C#N)cc4C3)nc(N)n2)CC1, [Na+], [OH-], O. Product: CN1CCN(c2cc(N3CCc4ccc(C(=O)O)cc4C3)nc(N)n2)CC1. As a reaction SMILES: [ClH:29].[NH2:1][c:2]1[n:3][c:4]([N:20]2[CH2:21][CH2:22][N:23]([CH3:26])[CH2:24][CH2:25]2)[cH:5][c:6]([N:8]2[CH2:9][c:10]3[cH:11][c:12]([C:18]#[N:19])[cH:13][cH:14][c:15]3[CH2:16][CH2:17]2)[n:7]1.[Na+:28].[OH-:27].[OH2:30]>>[NH2:1][c:2]1[n:3][c:4]([N:20]2[CH2:21][CH2:22][N:23]([CH3:26])[CH2:24][CH2:25]2)[cH:5][c:6]([N:8]2[CH2:9][c:10]3[cH:11][c:12]([C:18](=[O:27])[OH:30])[cH:13][cH:14][c:15]3[CH2:16][CH2:17]2)[n:7]1. The reactants are COC(=O)c1cc(OC)c(OCCCCl)cc1[N+](=O)[O-], O=CO. The product is COC(=O)c1cc(OC)c(OCCCCl)cc1N. Reaction SMILES: [CH3:1][O:2][c:3]1[c:4]([O:16][CH2:17][CH2:18][CH2:19][Cl:20])[cH:5][c:6]([N+:13]([O-:14])=[O:15])[c:7]([C:8](=[O:9])[O:10][CH3:11])[cH:12]1.[CH:21]([OH:22])=[O:23]>>[CH3:1][O:2][c:3]1[c:4]([O:16][CH2:17][CH2:18][CH2:19][Cl:20])[cH:5][c:6]([NH2:13])[c:7]([C:8](=[O:9])[O:10][CH3:11])[cH:12]1. Starting materials: CC(C)(C#N)N=NC(C)(C)C#N (AIBN), C1CC(=O)N(C1=O)Br (NBS), COC1=CC(=C(C(=O)OC)C=C1[N+](=O)[O-])C (methyl 4-methoxy-2-methyl-5-nitrobenzoate), C1CC(=O)N(C1=O)Br (NBS), CC(C)(C#N)N=NC(C)(C)C#N (AIBN), CC(C)(C#N)N=NC(C)(C)C#N (AIBN), CC(C)(C#N)N=NC(C)(C)C#N (AIBN), C(Cl)Cl (DCM). The solvent is CC#N (MeCN), O (water). Run at temperature 70 celsius. Product: BrCC1=C(C(=O)OC)C=C(C(=C1)OC)[N+](=O)[O-] (methyl 2-(bromomethyl)-4-methoxy-5-nitrobenzoate). As a reaction SMILES: [CH3:1][O:2][C:3]1[C:12]([N+:13]([O-:15])=[O:14])=[CH:11][C:6]([C:7]([O:9][CH3:10])=[O:8])=[C:5]([CH3:16])[CH:4]=1.C1C(=O)N([Br:24])C(=O)C1.CC(N=NC(C#N)(C)C)(C#N)C.C(Cl)Cl>CC#N.O>[Br:24][CH2:16][C:5]1[CH:4]=[C:3]([O:2][CH3:1])[C:12]([N+:13]([O-:15])=[O:14])=[CH:11][C:6]=1[C:7]([O:9][CH3:10])=[O:8]. Procedure: A mixture of methyl 4-methoxy-2-methyl-5-nitrobenzoate (994 mg, 4.41 mmol) and NBS (943 mg, 5.3 mmol) in MeCN (20 mL) was degassed and then AIBN (15 mg, 0.09 mmol) was added. The mixture was heated to 70° C. for 18 h. Further AIBN (15 mg, 0.09 mmol) was added and the mixture was heated to 70° C. for 24 h. Further AIBN (15 mg, 0.09 mmol) and NBS (300 mg, 1.7 mmol) were added and the mixture heated to 70° C. for 24 h. Further AIBN (15 mg, 0.09 mmol) was added and the mixture was heated to 70° C. f... The reactants are [H-].[Na+] (sodium hydride), [Cl-].[NH4+] (ammonium chloride), ClC1=CC2=C(N(C(N2)=O)C(=O)OC(C)(C)C)C=C1 (tert-butyl 5-chloro-2-oxo-2,3-dihydrobenzimidazole-1-carboxylate), BrC(C(=O)OC(C)(C)C)CC1=CC=CC=C1 (tert-butyl 2-bromo-3-phenylpropionate). Run in CN(C)C=O (DMF), C(C)(=O)OCC (ethyl acetate). Reaction conditions: temperature 0 celsius, time 2 hour. Product: C(C)(C)(C)OC(=O)C(CC1=CC=CC=C1)N1C(N(C2=C1C=C(C=C2)Cl)C(=O)OC(C)(C)C)=O (tert-Butyl 3-(1-tert-butoxycarbonyl-2-phenylethyl)-5-chloro-2-oxo-2,3-dihydrobenzimidazole-1-carboxylate). As a reaction SMILES: [Cl:1][C:2]1[CH:18]=[CH:17][C:5]2[N:6]([C:10]([O:12][C:13]([CH3:16])([CH3:15])[CH3:14])=[O:11])[C:7](=[O:9])[NH:8][C:4]=2[CH:3]=1.[H-].[Na+].Br[CH:22]([CH2:30][C:31]1[CH:36]=[CH:35][CH:34]=[CH:33][CH:32]=1)[C:23]([O:25][C:26]([CH3:29])([CH3:28])[CH3:27])=[O:24].[Cl-].[NH4+]>CN(C=O)C.C(OCC)(=O)C>[C:26]([O:25][C:23]([CH:22]([N:8]1[C:4]2[CH:3]=[C:2]([Cl:1])[CH:18]=[CH:17][C:5]=2[N:6]([C:10]([O:12][C:13]([CH3:14])([CH3:15])[CH3:16])=[O:11])[C:7]1=[O:9])[CH2:30][C:31]1[CH:32]=[CH:33][CH:34]=[CH:35][CH:36]=1)=[O:24])([CH3:29])([CH3:27])[CH3:28] |f:1.2,4.5|. Reported procedure: 1.20 g (4.47 mmol) of tert-butyl 5-chloro-2-oxo-2,3-dihydrobenzimidazole-1-carboxylate (Via) were dissolved in dry DMF (15 ml) in a heat-dried flask under a nitrogen atmosphere. 187 mg (4.69 mmol) of sodium hydride (60% suspension in mineral oil) were added while stirring at 0° C., and the reaction solution was then stirred at room temperature for 30 min. After renewed cooling in an ice bath, 1.40 g (4.91 mmol) of tert-butyl 2-bromo-3-phenylpropionate were added, and the mixture was stirred whil...